Dataset: the Open Reaction Database (ORD), a public repository of structured organic reaction records. Task: describe an organic reaction: reactants, conditions, products, and yield Starting materials: Cl (HCl), C(#N)\C=C(\C(=O)OCC)/[O-].[Na+] (sodium (Z)-1-cyano-3-ethoxy-3-oxoprop-1-en-2-olate), N(N)C(=O)OC(C)(C)C (t-butyl hydrazinecarboxylate). Solvent: C(C)OCC (ethyl ether), C(Cl)(Cl)Cl (CHCl3). Run at time 24 hour. The product is NC1=NN(C(=C1)C(=O)OCC)C(=O)OC(C)(C)C (1-tert-butyl 5-ethyl 3-amino-1H-pyrazole-1,5-dicarboxylate). Yield: 53.5%. As a reaction SMILES: [C:1](/[CH:3]=[C:4](\[O-])/[C:5]([O:7][CH2:8][CH3:9])=[O:6])#[N:2].[Na+].Cl.[NH:13]([C:15]([O:17][C:18]([CH3:21])([CH3:20])[CH3:19])=[O:16])[NH2:14]>C(Cl)(Cl)Cl.C(OCC)C>[NH2:2][C:1]1[CH:3]=[C:4]([C:5]([O:7][CH2:8][CH3:9])=[O:6])[N:13]([C:15]([O:17][C:18]([CH3:21])([CH3:20])[CH3:19])=[O:16])[N:14]=1 |f:0.1|. Procedure: To a suspension of sodium (Z)-1-cyano-3-ethoxy-3-oxoprop-1-en-2-olate (1.44 g, 8.78 mmol) in CHCl3 (80 mL) was added HCl (5 mL) in ethyl ether. t-butyl hydrazinecarboxylate (1.16 g, 8.78 mmol) was added, the mixture was stirred for 24 h at rt, the precipitate was removed by filtration, and the filtrate was concentrated to give 1-tert-butyl 5-ethyl 3-amino-1H-pyrazole-1,5-dicarboxylate (1.2 g, 37%), which was purified by preparative TLC. 1H NMR: δ 1.34 (m, 3H), 1.66 (s, 9H), 4.36 (m, 2H), 5.84 (s...